The task is: describe an organic reaction: reactants, conditions, products, and yield. This data is from the Open Reaction Database (ORD), a public repository of structured organic reaction records. Reactants: Cl.O1CCOCC1 (HCl dioxane), CCOC(=O)C.CCCCCC (EtOAc hexane), BrC=1C=C(N(C1)NC(OC(C)(C)C)=O)C#N (tert-Butyl (4-bromo-2-cyano-1H-pyrrol-1-yl)carbamate), O1CCOCC1 (1,4-dioxane). The solvent is C(C)OCC (diethyl ether). Run at temperature 0 celsius, time 2 hour. The product is Cl.NN1C(=CC(=C1)Br)C#N (1-Amino-4-bromo-1H-pyrrole-2-carbonitrile hydrochloride), white solid. Isolated yield 93.0%. RXN SMILES: [Br:1][C:2]1[CH:3]=[C:4]([C:15]#[N:16])[N:5]([NH:7]C(=O)OC(C)(C)C)[CH:6]=1.O1CCOCC1.[ClH:23].O1CCOCC1.CCOC(C)=O.CCCCCC>C(OCC)C>[ClH:23].[NH2:7][N:5]1[CH:6]=[C:2]([Br:1])[CH:3]=[C:4]1[C:15]#[N:16] |f:2.3,4.5,7.8|. Procedure: A 1 L, 3-neck RB flask was fitted with a mechanical stirrer, nitrogen inlet, thermocouple/JKEM thermocontroller, cooling bath and an addition funnel. tert-Butyl (4-bromo-2-cyano-1H-pyrrol-1-yl)carbamate (19 g, 66 mmol) was added and dissolved with 1,4-dioxane (50 mL), then the stirred orange solution was cooled to 0° C. and HCl/dioxane (4N, 100 mL, 8 eq.) was slowly added from the addition funnel, maintaining an internal temperature around 25° C. After 2 hours the solution became cloudy and stir...